From a dataset of the Open Reaction Database (ORD), a public repository of structured organic reaction records. describe an organic reaction: reactants, conditions, products, and yield Reactants: [Cl-], Cl, O=C1CCc2c1cccc2[N+](=O)[O-], O. The product is Nc1cccc2c1CCC2=O. Reaction SMILES: [Cl-:14].[ClH:15].[N+:1]([O-:2])(=[O:3])[c:4]1[c:5]2[c:9]([cH:10][cH:11][cH:12]1)[C:8](=[O:13])[CH2:7][CH2:6]2.[OH2:16]>>[NH2:1][c:4]1[c:5]2[c:9]([cH:10][cH:11][cH:12]1)[C:8](=[O:13])[CH2:7][CH2:6]2. Starting materials: C1CCOC1, C[Si](C)(C)C=[N+]=[N-], CO, O=C(O)c1cnc2ccccc2c1. Reaction SMILES: [CH2:23]1[O:24][CH2:25][CH2:26][CH2:27]1.[CH3:14][Si:15]([CH:16]=[N+:17]=[N-:18])([CH3:19])[CH3:20].[CH3:21][OH:22].[n:1]1[cH:2][c:3]([C:11](=[O:12])[OH:13])[cH:4][c:5]2[cH:6][cH:7][cH:8][cH:9][c:10]12>>[n:1]1[cH:2][c:3]([CH2:11][OH:12])[cH:4][c:5]2[cH:6][cH:7][cH:8][cH:9][c:10]12. Product: OCc1cnc2ccccc2c1. Reactants: BrC1=NN=C2N1C1=C(C(=NC2)C2=NC=CC=C2)C=C(C=C1)[N+](=O)[O-] (1-bromo-8-nitro-6-(2-pyridyl)-4H-s-triazolo[4,3-a][1,4]benzodiazepine), OCCN1CCNCC1 (1-(β-hydroxyethyl)piperazine). Yields the product [N+](=O)([O-])C=1C=CC2=C(C(=NCC=3N2C(=NN3)N3CCN(CC3)CCO)C3=NC=CC=C3)C1 (8-nitro-1-[4-(β-hydroxyethyl)piperazino]-6-(2-pyridyl)-4H-s-triazolo[4,3-a][1,4]benzodiazepine). Reaction SMILES: Br[C:2]1[N:6]2[C:7]3[CH:21]=[CH:20][C:19]([N+:22]([O-:24])=[O:23])=[CH:18][C:8]=3[C:9]([C:12]3[CH:17]=[CH:16][CH:15]=[CH:14][N:13]=3)=[N:10][CH2:11][C:5]2=[N:4][N:3]=1.[OH:25][CH2:26][CH2:27][N:28]1[CH2:33][CH2:32][NH:31][CH2:30][CH2:29]1>>[N+:22]([C:19]1[CH:20]=[CH:21][C:7]2[N:6]3[C:2]([N:31]4[CH2:32][CH2:33][N:28]([CH2:27][CH2:26][OH:25])[CH2:29][CH2:30]4)=[N:3][N:4]=[C:5]3[CH2:11][N:10]=[C:9]([C:12]3[CH:17]=[CH:16][CH:15]=[CH:14][N:13]=3)[C:8]=2[CH:18]=1)([O-:24])=[O:23]. Procedure: In the manner given in Example 1, 1-bromo-8-nitro-6-(2-pyridyl)-4H-s-triazolo[4,3-a][1,4]benzodiazepine is heated with excess 1-(β-hydroxyethyl)piperazine to give 8-nitro-1-[4-(β-hydroxyethyl)piperazino]-6-(2-pyridyl)-4H-s-triazolo[4,3-a][1,4]benzodiazepine. The reactants are [Br-], O=C([O-])O, OC(c1ccccc1)c1cccc(-c2ccccc2)c1OCc1ccccc1, CC1(C)CCCC(C)(C)N1O, [O-]Cl, ClCCl, [K+], [Na+], [Na+], O. Yields the product O=C(c1ccccc1)c1cccc(-c2ccccc2)c1OCc1ccccc1. Reaction SMILES: [Br-:30].[C:45](=[O:46])([OH:47])[O-:48].[CH2:1]([c:2]1[cH:3][cH:4][cH:5][cH:6][cH:7]1)[O:8][c:9]1[c:10](-[c:23]2[cH:24][cH:25][cH:26][cH:27][cH:28]2)[cH:11][cH:12][cH:13][c:14]1[CH:15]([OH:16])[c:17]1[cH:18][cH:19][cH:20][cH:21][cH:22]1.[CH3:31][C:32]1([CH3:41])[N:33]([O:34])[C:35]([CH3:36])([CH3:37])[CH2:38][CH2:39][CH2:40]1.[Cl:42][O-:43].[Cl:50][CH2:51][Cl:52].[K+:29].[Na+:44].[Na+:49].[OH2:53]>>[CH2:1]([c:2]1[cH:3][cH:4][cH:5][cH:6][cH:7]1)[O:8][c:9]1[c:10](-[c:23]2[cH:24][cH:25][cH:26][cH:27][cH:28]2)[cH:11][cH:12][cH:13][c:14]1[C:15](=[O:16])[c:17]1[cH:18][cH:19][cH:20][cH:21][cH:22]1. The reactants are CC(C)O, Cl, [K+], N#Cc1ccc(-c2ccccc2[N+](=O)[O-])o1, NO, [OH-]. Yields the product Cl, NC(=NO)c1ccc(-c2ccccc2[N+](=O)[O-])o1. Reaction SMILES: [CH:22]([OH:23])([CH3:24])[CH3:25].[ClH:19].[K+:18].[N+:1](=[O:2])([O-:3])[c:4]1[c:5](-[c:10]2[cH:11][cH:12][c:13]([C:15]#[N:16])[o:14]2)[cH:6][cH:7][cH:8][cH:9]1.[NH2:20][OH:21].[OH-:17]>>[ClH:19].[N+:1](=[O:2])([O-:3])[c:4]1[c:5](-[c:10]2[cH:11][cH:12][c:13]([C:15]([NH2:16])=[N:20][OH:17])[o:14]2)[cH:6][cH:7][cH:8][cH:9]1. The reactants are CC(C)(C)c1ccc(CC#N)cc1, O=C(Cl)c1ccccc1C(F)(F)F, [H-], [Na+], C1CCOC1. The product is CC(C)(C)c1ccc(C(C#N)=C(O)c2ccccc2C(F)(F)F)cc1. Reaction SMILES: [C:3]([CH3:4])([CH3:5])([CH3:6])[c:7]1[cH:8][cH:9][c:10]([CH2:11][C:12]#[N:13])[cH:14][cH:15]1.[F:16][C:17]([c:18]1[c:19]([C:20](=[O:21])[Cl:22])[cH:23][cH:24][cH:25][cH:26]1)([F:27])[F:28].[H-:1].[Na+:2].[O:29]1[CH2:30][CH2:31][CH2:32][CH2:33]1>>[C:3]([CH3:4])([CH3:5])([CH3:6])[c:7]1[cH:8][cH:9][c:10]([C:11]([C:12]#[N:13])=[C:20]([c:19]2[c:18]([C:17]([F:16])([F:27])[F:28])[cH:26][cH:25][cH:24][cH:23]2)[OH:21])[cH:14][cH:15]1. Starting materials: CC(=O)Cl, Cc1ccccc1, Cl, CC(O)c1ccc(-c2ccc(C(=O)OCc3ccc(Cl)cc3)cc2)cc1, c1ccncc1. Yields the product CC(=O)OC(C)c1ccc(-c2ccc(C(=O)OCc3ccc(Cl)cc3)cc2)cc1. RXN SMILES: [CH3:27][C:28]([Cl:29])=[O:30].[CH3:32][c:33]1[cH:34][cH:35][cH:36][cH:37][cH:38]1.[ClH:31].[OH:1][CH:2]([CH3:3])[c:4]1[cH:5][cH:6][c:7](-[c:10]2[cH:11][cH:12][c:13]([C:16](=[O:17])[O:18][CH2:19][c:20]3[cH:21][cH:22][c:23]([Cl:26])[cH:24][cH:25]3)[cH:14][cH:15]2)[cH:8][cH:9]1.[cH:39]1[cH:40][cH:41][n:42][cH:43][cH:44]1>>[O:1]([CH:2]([CH3:3])[c:4]1[cH:5][cH:6][c:7](-[c:10]2[cH:11][cH:12][c:13]([C:16](=[O:17])[O:18][CH2:19][c:20]3[cH:21][cH:22][c:23]([Cl:26])[cH:24][cH:25]3)[cH:14][cH:15]2)[cH:8][cH:9]1)[C:28]([CH3:27])=[O:30]. Reactants: FC1=CC=C(C=C1)CC(=O)O (p-fluorophenylacetic acid), O[C@@](C(=O)C1=CC=C(C=C1)S(=O)(=O)C)(CC)C ((2R)-2-Hydroxy-2-methyl-1-[4-(methylsulfonyl) phenyl]butan-1-one). Product: C(C)[C@@]1(C(=C(C(O1)=O)C1=CC=C(C=C1)F)C1=CC=C(C=C1)S(=O)(=O)C)C ((5R)-5-Ethyl-3-(4-fluorophenyl)-5-methyl-4-[4-(methylsulfonyl)phenyl ]-2,5-dihydro-2-furanone). As a reaction SMILES: [F:1][C:2]1[CH:7]=[CH:6][C:5]([CH2:8][C:9]([OH:11])=[O:10])=[CH:4][CH:3]=1.O[C@:13]([CH3:28])([CH2:26][CH3:27])[C:14]([C:16]1[CH:21]=[CH:20][C:19]([S:22]([CH3:25])(=[O:24])=[O:23])=[CH:18][CH:17]=1)=O>>[CH2:26]([C@@:13]1([CH3:28])[O:10][C:9](=[O:11])[C:8]([C:5]2[CH:4]=[CH:3][C:2]([F:1])=[CH:7][CH:6]=2)=[C:14]1[C:16]1[CH:21]=[CH:20][C:19]([S:22]([CH3:25])(=[O:23])=[O:24])=[CH:18][CH:17]=1)[CH3:27]. Reported procedure: Using the procedures described in Example 1, Step 4 and Step 5, replacing phenylacetic acid with p-fluorophenylacetic acid and replacing 2-hydroxy-2-methyl-1-[4-(methylsulfonyl)phenyl]-1-butanone with (2R)-2-hydroxy-2-methyl-1-[4-(methylsulfonyl)phenyl]butan-1-one from Step 4, the title compound was obtained as a white solid.